From a dataset of the Open Reaction Database (ORD), a public repository of structured organic reaction records. describe an organic reaction: reactants, conditions, products, and yield Reactants: ClC1=NC(=CC=C1[N+](=O)[O-])Cl (2,6-Dichloro-3-nitropyridine), S1CCC(CC1)N (tetrahydro-2H-thiopyran-4-amine), CCN(C(C)C)C(C)C (DIEA). Reaction SMILES: Cl[C:2]1[C:7]([N+:8]([O-:10])=[O:9])=[CH:6][CH:5]=[C:4]([Cl:11])[N:3]=1.[S:12]1[CH2:17][CH2:16][CH:15]([NH2:18])[CH2:14][CH2:13]1.CCN(C(C)C)C(C)C>C(O)C>[Cl:11][C:4]1[N:3]=[C:2]([NH:18][CH:15]2[CH2:16][CH2:17][S:12][CH2:13][CH2:14]2)[C:7]([N+:8]([O-:10])=[O:9])=[CH:6][CH:5]=1. Yields the product ClC1=CC=C(C(=N1)NC1CCSCC1)[N+](=O)[O-] (6-Chloro-3-nitro-N-(tetrahydro-2H-thiopyran-4-yl)pyridin-2-amine). The solvent is C(C)O (ethanol). Reported procedure: 2,6-Dichloro-3-nitropyridine (0.500 g, 2.59 mmol), tetrahydro-2H-thiopyran-4-amine (0.304 g, 2.59 mmol) and DIEA (0.91 mL, 5.19 mmol) were taken up in ethanol (2.0 mL) and heated to 80° C. for 18 h in a sealed tube. The reaction solution was chilled to form a precipitate. The precipitate was collected by vacuum filtration to give the title compound (0.360 g) LCMS m/z=274.1 [M+H]+; 1H NMR (400 MHz, methanol-d4) δ ppm 1.70-1.85 (m, 2H), 2.20-2.35 (m, 2H), 2.60-2.90 (m, 4H), 3.90-4.10 (m, 1H), 5.84... Run at temperature 80 celsius. Yield: 50.8%.